From a dataset of the Open Reaction Database (ORD), a public repository of structured organic reaction records. describe an organic reaction: reactants, conditions, products, and yield Reactants: CCC(C)CCCCC(=O)NC(CCN)C(=O)NC(C(C)O)C(=O)NC(CCN)C(=O)NC1CCNC(=O)C(NC(=O)C(NC(=O)C(NC(=O)C(NC(=O)C(NC(=O)C(NC1=O)CCN)CC2=CC=CC=C2)CC(C)C)CCN)CCN)C(C)O.OS(=O)(=O)O (sufuric acid), ClS(=O)(=O)O (chlorosulfonic acid). The solvent is O (water). Yields the product S(=O)(=O)(O)Cl.ClC1=CC=CC=C1 (chlorobenzene sulfochloride). As a reaction SMILES: CCC(CCCCC(NC(C(NC(C(NC(C(NC1C(=O)NC(CCN)C(=O)NC(C[C:67]2[CH:72]=[CH:71][CH:70]=[CH:69][CH:68]=2)C(=O)NC(CC(C)C)C(=O)NC(CCN)C(=O)NC(CCN)C(=O)NC(C(O)C)C(=O)NCC1)=O)CCN)=O)C(O)C)=O)CCN)=O)C.OS(O)(=O)=O.[Cl:91][S:92]([OH:95])(=[O:94])=[O:93]>O>[S:92]([Cl:91])([OH:95])(=[O:94])=[O:93].[Cl:91][C:67]1[CH:72]=[CH:71][CH:70]=[CH:69][CH:68]=1 |f:0.1,4.5|. Procedure: adding said reaction mixture to water or diluted sufuric acid to decompose said excess chlorosulfonic acid and to form a chlorobenzene sulfochloride layer and a sulfuric acid layer having a sulfuric acid concentration of from 60 to 90% after completion of said decomposition, said decomposition being carried out at a temperature of from 50° to 85° C., and driving off remaining hydrogen chloride from the system; and The reactants are O=C([O-])[O-], COc1ccc(-n2c(=O)cc(C(F)(F)F)[nH]c2=O)cc1, [K+], [K+], Cc1cc(C)c(S(=O)(=O)ON)c(C)c1, C1CCOC1, O. Yields the product COc1ccc(-n2c(=O)cc(C(F)(F)F)n(N)c2=O)cc1. As a reaction SMILES: [C:21](=[O:22])([O-:23])[O-:24].[CH3:1][O:2][c:3]1[cH:4][cH:5][c:6](-[n:9]2[c:10](=[O:20])[nH:11][c:12]([C:16]([F:17])([F:18])[F:19])[cH:13][c:14]2=[O:15])[cH:7][cH:8]1.[K+:25].[K+:26].[NH2:27][O:28][S:29]([c:30]1[c:31]([CH3:32])[cH:33][c:34]([CH3:35])[cH:36][c:37]1[CH3:38])(=[O:39])=[O:40].[O:41]1[CH2:42][CH2:43][CH2:44][CH2:45]1.[OH2:46]>>[CH3:1][O:2][c:3]1[cH:4][cH:5][c:6](-[n:9]2[c:10](=[O:20])[n:11]([NH2:27])[c:12]([C:16]([F:17])([F:18])[F:19])[cH:13][c:14]2=[O:15])[cH:7][cH:8]1. The reactants are OCCOC1=C(C=C(C=C1C)C1=NC2=CC=CC=C2C(N1C1=CC=C(C=C1)NC(C)=O)=O)C (N-(4-(2-(4-(2-hydroxyethoxy)-3,5-dimethylphenyl)-4-oxoquinazolin-3(4H)-yl)phenyl)acetamide). Solvent: Cl (HCl). Product: NC1=CC=C(C=C1)N1C(=NC2=CC=CC=C2C1=O)C1=CC(=C(C(=C1)C)OCCO)C (3-(4-aminophenyl)-2-(4-(2-hydroxyethoxy)-3,5-dimethylphenyl)quinazolin-4(3H)-one). Isolated yield 74.7%. Reaction SMILES: [OH:1][CH2:2][CH2:3][O:4][C:5]1[C:10]([CH3:11])=[CH:9][C:8]([C:12]2[N:21]([C:22]3[CH:27]=[CH:26][C:25]([NH:28]C(=O)C)=[CH:24][CH:23]=3)[C:20](=[O:32])[C:19]3[C:14](=[CH:15][CH:16]=[CH:17][CH:18]=3)[N:13]=2)=[CH:7][C:6]=1[CH3:33]>Cl>[NH2:28][C:25]1[CH:26]=[CH:27][C:22]([N:21]2[C:20](=[O:32])[C:19]3[C:14](=[CH:15][CH:16]=[CH:17][CH:18]=3)[N:13]=[C:12]2[C:8]2[CH:7]=[C:6]([CH3:33])[C:5]([O:4][CH2:3][CH2:2][OH:1])=[C:10]([CH3:11])[CH:9]=2)=[CH:23][CH:24]=1. Reported procedure: A solution of N-(4-(2-(4-(2-hydroxyethoxy)-3,5-dimethylphenyl)-4-oxoquinazolin-3(4H)-yl)phenyl)acetamide (2.0 g, 4.50 mmol) in 2N HCl (50 mL) was stirred at reflux temperature for 30 minutes. The solids were filtered off solids and the aqueous filtrate was basified with NaOH, extracted with CH2Cl2, washed with brine, dried over Na2SO4, filtered, and concentrated in vacuo. Purification by flash chromatography on silica gel, eluting with 2% to 10% MeOH in CH2Cl2, afforded 3-(4-aminophenyl)-2-(4-(2...